This data is from the Open Reaction Database (ORD), a public repository of structured organic reaction records. The task is: describe an organic reaction: reactants, conditions, products, and yield Reactants: Cc1ccoc1C(=O)NNC(C)C, CC(C)NC(C)C, O=C(O)COc1ccc(F)cc1-c1ccccc1OC(F)(F)F, CN(C)C=O. The product is Cc1ccoc1C(=O)NN(C(=O)COc1ccc(F)cc1-c1ccccc1OC(F)(F)F)C(C)C. RXN SMILES: [CH:24]([CH3:25])([CH3:26])[NH:27][NH:28][C:29](=[O:30])[c:31]1[o:32][cH:33][cH:34][c:35]1[CH3:36].[CH:37]([NH:38][CH:39]([CH3:40])[CH3:41])([CH3:42])[CH3:43].[F:1][c:2]1[cH:3][cH:4][c:5]([O:19][CH2:20][C:21](=[O:22])[OH:23])[c:6](-[c:8]2[c:9]([O:14][C:15]([F:16])([F:17])[F:18])[cH:10][cH:11][cH:12][cH:13]2)[cH:7]1.[O:44]=[CH:45][N:46]([CH3:47])[CH3:48]>>[F:1][c:2]1[cH:3][cH:4][c:5]([O:19][CH2:20][C:21](=[O:22])[N:27]([CH:24]([CH3:25])[CH3:26])[NH:28][C:29](=[O:30])[c:31]2[o:32][cH:33][cH:34][c:35]2[CH3:36])[c:6](-[c:8]2[c:9]([O:14][C:15]([F:16])([F:17])[F:18])[cH:10][cH:11][cH:12][cH:13]2)[cH:7]1. The reactants are C1(C=CC(N1CCCC(C(=O)OC(C)(C)C)C(=O)OC(C)(C)C)=O)=O (t-Butyl 5-Maleimido-2-t-butoxycarbonyl-pentanoate). The solvent is FC(C(=O)O)(F)F (trifluoroacetic acid). Run at time 5 hour. Product: C1(C=CC(N1CCCC(C(=O)O)C(=O)O)=O)=O (2-(3′-Maleimidopropyl)-malonic Acid). As a reaction SMILES: [C:1]1(=[O:25])[N:5]([CH2:6][CH2:7][CH2:8][CH:9]([C:17]([O:19]C(C)(C)C)=[O:18])[C:10]([O:12]C(C)(C)C)=[O:11])[C:4](=[O:24])[CH:3]=[CH:2]1>FC(F)(F)C(O)=O>[C:4]1(=[O:24])[N:5]([CH2:6][CH2:7][CH2:8][CH:9]([C:17]([OH:19])=[O:18])[C:10]([OH:12])=[O:11])[C:1](=[O:25])[CH:2]=[CH:3]1. Procedure details: The di-t-butyl ester 79 is dissolved in 20% trifluoroacetic acid and the mixture is stirred at rt for 5 h. The solvents are evaporated and the residue flushed with methylene chloride several times. The residue is triturated with ether and the resulting solid product is collected by filtration, washed with ether, and dried in vacuo. Starting materials: COC=1C=C(C=C(C1)C)CO ((3-methoxy-5-methylphenyl)methanol), I(=O)(=O)C1=C(C(=O)O)C=CC=C1 (2-iodoxybenzoic acid), C(C)(=O)OCC (Ethyl acetate), O (water). Solvent: CS(=O)C (DMSO). Reaction conditions: time 2 hour. The product is COC=1C=C(C=O)C=C(C1)C (3-methoxy-5-methylbenzaldehyde). Isolated yield 92.1%. As a reaction SMILES: [CH3:1][O:2][C:3]1[CH:4]=[C:5]([CH2:10][OH:11])[CH:6]=[C:7]([CH3:9])[CH:8]=1.I(C1C=CC=CC=1C(O)=O)(=O)=O.C(OCC)(=O)C.O>CS(C)=O>[CH3:1][O:2][C:3]1[CH:4]=[C:5]([CH:6]=[C:7]([CH3:9])[CH:8]=1)[CH:10]=[O:11]. Procedure: To a solution of (3-methoxy-5-methylphenyl)methanol (2.20 g) in DMSO (15 mL) was added 2-iodoxybenzoic acid (4.00 g), and the mixture was stirred at room temperature for 2 hr. Ethyl acetate (50 ml) and water (10 mL) were added to the reaction mixture, and the insoluble material was filtered off. The filtrate was washed with saturated brine, and dried over anhydrous sodium sulfate. The solvent was evaporated under reduced pressure to give the title compound (2.00 g) as a yellow oil. This compound...